This data is from the Open Reaction Database (ORD), a public repository of structured organic reaction records. The task is: describe an organic reaction: reactants, conditions, products, and yield The reactants are O (water), C(CCC)OCCOC1=CC=C(C=C1)C=1C=CC2=C(C=C(CCN2)C(=O)OC)C1 (methyl 7-[4-(2-butoxyethoxy)phenyl]-2,3-dihydro-1H-1-benzazepine-4-carboxylate), C(C)OCCC=O (3-ethoxypropionaldehyde), C(C)(=O)O[BH-](OC(C)=O)OC(C)=O.[Na+] (sodium triacetoxyborohydride). The solvent is ClCCCl (1,2-dichloroethane). Conditions: time 20 hour. Product: C(CCC)OCCOC1=CC=C(C=C1)C=1C=CC2=C(C=C(CCN2CCCOCC)C(=O)OC)C1 (methyl 7-[4-(2-butoxyethoxy)phenyl]-1-(3-ethoxypropyl)-2,3-dihydro-1H-1-benzazepine-4-carboxylate). Yield: 92.8%. RXN SMILES: [CH2:1]([O:5][CH2:6][CH2:7][O:8][C:9]1[CH:14]=[CH:13][C:12]([C:15]2[CH:16]=[CH:17][C:18]3[NH:24][CH2:23][CH2:22][C:21]([C:25]([O:27][CH3:28])=[O:26])=[CH:20][C:19]=3[CH:29]=2)=[CH:11][CH:10]=1)[CH2:2][CH2:3][CH3:4].[CH2:30]([O:32][CH2:33][CH2:34][CH:35]=O)[CH3:31].C(O[BH-](OC(=O)C)OC(=O)C)(=O)C.[Na+].O>ClCCCl>[CH2:1]([O:5][CH2:6][CH2:7][O:8][C:9]1[CH:10]=[CH:11][C:12]([C:15]2[CH:16]=[CH:17][C:18]3[N:24]([CH2:35][CH2:34][CH2:33][O:32][CH2:30][CH3:31])[CH2:23][CH2:22][C:21]([C:25]([O:27][CH3:28])=[O:26])=[CH:20][C:19]=3[CH:29]=2)=[CH:13][CH:14]=1)[CH2:2][CH2:3][CH3:4] |f:2.3|. Reported procedure: To a solution of methyl 7-[4-(2-butoxyethoxy)phenyl]-2,3-dihydro-1H-1-benzazepine-4-carboxylate (400 mg) and 3-ethoxypropionaldehyde (0.52 g) in 1,2-dichloroethane (10 ml) was added sodium triacetoxyborohydride (0.64 g) at room temperature, and the mixture was stirred for 20 hours. To the reaction system was added water, and the mixture was extracted with ethyl acetate. The organic layer was washed with water and saturated brine and dried with magnesium sulfate. After concentration under reduced... Starting materials: CC1=CC(=C(C(=C1)C)OB(O)O)OC (4,6-dimethyl-2-methoxyphenylboric acid), O.O.O.O.O.O.O.O.[OH-].[Ba+2].[OH-] (barium hydroxide octahydrate), complex, BrC1=CC=C(C=2N1N=C(C2[N+](=O)[O-])CC)OC (7-bromo-2-ethyl-4-methoxy-3-nitropyrazolo[1,5-a]pyridine). The reagents and catalysts are C=1C=CC(=CC1)[P](C=2C=CC=CC2)(C=3C=CC=CC3)[Pd]([P](C=4C=CC=CC4)(C=5C=CC=CC5)C=6C=CC=CC6)([P](C=7C=CC=CC7)(C=8C=CC=CC8)C=9C=CC=CC9)[P](C=1C=CC=CC1)(C=1C=CC=CC1)C=1C=CC=CC1 (tetrakis(triphenylphosphine)palladium). The solvent is O (Water), C(C)OCCOCC (ethyleneglycol diethyl ether), O (water). Conditions: temperature 80 celsius. Yields the product C(C)C1=NN2C(C(=CC=C2C2=C(C=C(C=C2C)C)OC)OC)=C1[N+](=O)[O-] (2-Ethyl-4-methoxy-7-(2-methoxy-4,6-dimethylphenyl)-3-nitropyrazolo[1,5-a]pyridine). Isolated yield 98.3%. RXN SMILES: [CH3:1][C:2]1[CH:7]=[C:6]([CH3:8])[C:5](OB(O)O)=[C:4]([O:13][CH3:14])[CH:3]=1.O.O.O.O.O.O.O.O.[OH-].[Ba+2].[OH-].Br[C:27]1[N:32]2[N:33]=[C:34]([CH2:39][CH3:40])[C:35]([N+:36]([O-:38])=[O:37])=[C:31]2[C:30]([O:41][CH3:42])=[CH:29][CH:28]=1>C(OCCOCC)C.O.C1C=CC([P]([Pd]([P](C2C=CC=CC=2)(C2C=CC=CC=2)C2C=CC=CC=2)([P](C2C=CC=CC=2)(C2C=CC=CC=2)C2C=CC=CC=2)[P](C2C=CC=CC=2)(C2C=CC=CC=2)C2C=CC=CC=2)(C2C=CC=CC=2)C2C=CC=CC=2)=CC=1>[CH2:39]([C:34]1[C:35]([N+:36]([O-:38])=[O:37])=[C:31]2[C:30]([O:41][CH3:42])=[CH:29][CH:28]=[C:27]([C:5]3[C:6]([CH3:8])=[CH:7][C:2]([CH3:1])=[CH:3][C:4]=3[O:13][CH3:14])[N:32]2[N:33]=1)[CH3:40] |f:1.2.3.4.5.6.7.8.9.10.11,^1:55,57,76,95|. Procedure: After adding 4,6-dimethyl-2-methoxyphenylboric acid (191 mg), barium hydroxide octahydrate (334 mg) and tetrakis(triphenylphosphine)palladium (0) complex (123 mg) to a solution of 7-bromo-2-ethyl-4-methoxy-3-nitropyrazolo[1,5-a]pyridine (159 mg) in a mixture of ethyleneglycol diethyl ether (15 mL) and water (7.5 mL), the mixture was heated at 80° C. for 30 minutes. Water was added, extraction was performed with ethyl acetate, the extract was washed with saturated aqueous sodium hydrogencarbonate... Starting materials: C1(=CC=C(C=C1)S(=O)(=O)OC(CNS(=O)(=O)C=1C=2C=CC=NC2C(=CC1)Cl)C)C (N-(2-paratoluenesulfonyloxypropyl)-8-chloro-5-quinolinesulfonamide), COC=1C=C(CCN)C=CC1OC (3,4-dimethoxyphenethylamine). Run in O1CCCC1 (tetrahydrofuran). Conditions: temperature 70 celsius. Yields the product COC=1C=C(CCNC(CNS(=O)(=O)C=2C=3C=CC=NC3C(=CC2)Cl)C)C=CC1OC (N-[2-(3,4-dimethoxyphenethylamino)-2-methylethyl]-8-chloro-5-quinolinesulfonamide). Yield: 50.7%. As a reaction SMILES: C1(C)C=CC(S(O[CH:11]([CH3:28])[CH2:12][NH:13][S:14]([C:17]2[C:18]3[CH:19]=[CH:20][CH:21]=[N:22][C:23]=3[C:24]([Cl:27])=[CH:25][CH:26]=2)(=[O:16])=[O:15])(=O)=O)=CC=1.[CH3:30][O:31][C:32]1[CH:33]=[C:34]([CH:38]=[CH:39][C:40]=1[O:41][CH3:42])[CH2:35][CH2:36][NH2:37]>O1CCCC1>[CH3:30][O:31][C:32]1[CH:33]=[C:34]([CH:38]=[CH:39][C:40]=1[O:41][CH3:42])[CH2:35][CH2:36][NH:37][CH:11]([CH3:28])[CH2:12][NH:13][S:14]([C:17]1[C:18]2[CH:19]=[CH:20][CH:21]=[N:22][C:23]=2[C:24]([Cl:27])=[CH:25][CH:26]=1)(=[O:15])=[O:16]. Procedure details: 50 ml of a tetrahydrofuran solution containing 4.58 g of N-(2-paratoluenesulfonyloxypropyl)-8-chloro-5-quinolinesulfonamide and 4.95 g of 3,4-dimethoxyphenethylamine was heated at 70° C. for 8 hours in a sealed vessel. Then, the solvent was removed by distillation under reduced pressure to obtain a residue. The thus obtained residue was subjected to purification by silica gel column chromatography [Wacogel C-200, 200 g; solvent: a mixture of methanol and chloroform (5% methanol)] to obtain 2.37 ... Starting materials: Cl.C1(=CC=CC=C1)C1(CCNCC1)O (4-phenylpiperidin-4-ol hydrochloride), C1(CCCC2=CC=CC=C12)=O (1-tetralone), C=O (formaldehyde). Solvent: C(C)O (ethanol). The product is Cl.C1(=CC=CC=C1)C1(CCN(CC1)CC1C(C2=CC=CC=C2CC1)=O)O (2-(4-phenyl-4-hydroxypiperidinomethyl)-1-tetralone hydrochloride). As a reaction SMILES: [ClH:1].[C:2]1([C:8]2([OH:14])[CH2:13][CH2:12][NH:11][CH2:10][CH2:9]2)[CH:7]=[CH:6][CH:5]=[CH:4][CH:3]=1.[C:15]1(=[O:25])[C:24]2[C:19](=[CH:20][CH:21]=[CH:22][CH:23]=2)[CH2:18][CH2:17][CH2:16]1.[CH2:26]=O>C(O)C>[ClH:1].[C:2]1([C:8]2([OH:14])[CH2:13][CH2:12][N:11]([CH2:26][CH:16]3[CH2:17][CH2:18][C:19]4[C:24](=[CH:23][CH:22]=[CH:21][CH:20]=4)[C:15]3=[O:25])[CH2:10][CH2:9]2)[CH:3]=[CH:4][CH:5]=[CH:6][CH:7]=1 |f:0.1,5.6|. Procedure: 21.35 g. of 4-phenylpiperidin-4-ol hydrochloride, 14.6 g. of 1-tetralone and 10 ml. of 37% formaldehyde solution in 50 ml. of ethanol are heated under reflux for 1 hour. The mixture is evaporated and ether is added to the residue, after which the phases are separated by decantation to give 2-(4-phenyl-4-hydroxypiperidinomethyl)-1-tetralone hydrochloride; m.p. 164°-167°. The reactants are O=C([O-])[O-], CC(C)O, CO, Cc1ccc(NC(=O)CCl)cc1, Cc1cc(Cl)c(O)c(Cl)c1, Cc1ccc(NC(=O)COc2c(Cl)cc(C)cc2Cl)cc1, [K+], [K+]. Reaction SMILES: [C:11](=[O:12])([O-:13])[O-:14].[CH3:50][CH:51]([OH:52])[CH3:53].[CH3:54][OH:55].[Cl:17][CH2:18][C:19](=[O:20])[NH:21][c:22]1[cH:23][cH:24][c:25]([CH3:28])[cH:26][cH:27]1.[Cl:1][c:2]1[c:3]([OH:10])[c:4]([Cl:9])[cH:5][c:6]([CH3:8])[cH:7]1.[Cl:29][c:30]1[cH:31][c:32]([CH3:33])[cH:34][c:35]([Cl:36])[c:37]1[O:38][CH2:39][C:40]([NH:41][c:42]1[cH:43][cH:44][c:45]([CH3:46])[cH:47][cH:48]1)=[O:49].[K+:15].[K+:16]>>[Cl:1][c:2]1[c:3]([NH:21][c:22]2[cH:23][cH:24][c:25]([CH3:28])[cH:26][cH:27]2)[c:4]([Cl:9])[cH:5][c:6]([CH3:8])[cH:7]1. Yields the product Cc1ccc(Nc2c(Cl)cc(C)cc2Cl)cc1.